This data is from the Open Reaction Database (ORD), a public repository of structured organic reaction records. The task is: describe an organic reaction: reactants, conditions, products, and yield The reactants are CNC(=O)c1cccc(F)c1Nc1nc(Cl)ncc1Cl, CC1(C)CC(NC(=O)C(F)(F)F)C(=O)Nc2cc(N)ccc21. The product is CNC(=O)c1cccc(F)c1Nc1nc(Nc2ccc3c(c2)NC(=O)C(NC(=O)C(F)(F)F)CC3(C)C)ncc1Cl. RXN SMILES: [Cl:23][c:24]1[n:25][cH:26][c:27]([Cl:42])[c:28]([NH:30][c:31]2[c:32]([C:33](=[O:34])[NH:35][CH3:36])[cH:37][cH:38][cH:39][c:40]2[F:41])[n:29]1.[NH2:1][c:2]1[cH:3][c:4]2[c:5]([cH:21][cH:22]1)[C:6]([CH3:19])([CH3:20])[CH2:7][CH:8]([NH:12][C:13]([C:14]([F:15])([F:16])[F:17])=[O:18])[C:9](=[O:11])[NH:10]2>>[NH:1]([c:2]1[cH:3][c:4]2[c:5]([cH:21][cH:22]1)[C:6]([CH3:19])([CH3:20])[CH2:7][CH:8]([NH:12][C:13]([C:14]([F:15])([F:16])[F:17])=[O:18])[C:9](=[O:11])[NH:10]2)[c:24]1[n:25][cH:26][c:27]([Cl:42])[c:28]([NH:30][c:31]2[c:32]([C:33](=[O:34])[NH:35][CH3:36])[cH:37][cH:38][cH:39][c:40]2[F:41])[n:29]1. The reactants are ClC=1C=CC2=C(C(=NCC=3N2C(=NN3)CCl)C3=C(C=CC=C3F)F)C1 (8-chloro-1-(chloromethyl)-6-(2,6-difluorophenyl)-4H-s-triazolo-[4,3-a][1,4]benzodiazepine), [I-].[K+] (potassium iodide), C(CC)C=CCN (propylallylamine). Solvent: O1CCCC1 (tetrahydrofuran). The product is ClC=1C=CC2=C(C(=NCC=3N2C(=NN3)CNCCCCC=C)C3=C(C=CC=C3F)F)C1 (8-chloro-1-[(allylpropylamino)methyl]-6-(2,6-difluorophenyl)-4H-s-triazolo[4,3-a][1,4]benzodiazepine). RXN SMILES: [Cl:1][C:2]1[CH:3]=[CH:4][C:5]2[N:11]3[C:12]([CH2:15]Cl)=[N:13][N:14]=[C:10]3[CH2:9][N:8]=[C:7]([C:17]3[C:22]([F:23])=[CH:21][CH:20]=[CH:19][C:18]=3[F:24])[C:6]=2[CH:25]=1.[I-].[K+].[CH2:28]([CH:31]=[CH:32][CH2:33][NH2:34])[CH2:29][CH3:30]>O1CCCC1>[Cl:1][C:2]1[CH:3]=[CH:4][C:5]2[N:11]3[C:12]([CH2:15][NH:34][CH2:33][CH2:32][CH2:31][CH2:28][CH:29]=[CH2:30])=[N:13][N:14]=[C:10]3[CH2:9][N:8]=[C:7]([C:17]3[C:22]([F:23])=[CH:21][CH:20]=[CH:19][C:18]=3[F:24])[C:6]=2[CH:25]=1 |f:1.2|. Reported procedure: In the manner given in Preparation 39, 8-chloro-1-(chloromethyl)-6-(2,6-difluorophenyl)-4H-s-triazolo-[4,3-a][1,4]benzodiazepine, potassium iodide and propylallylamine in tetrahydrofuran are reacted to give 8-chloro-1-[(allylpropylamino)methyl]-6-(2,6-difluorophenyl)-4H-s-triazolo[4,3-a][1,4]benzodiazepine. Preparation 45 8-Nitro-1-[(allylpropylamino)methyl]-6-phenyl-4H-s-triazolo[4,3-a][1,4]benzodiazepine The reactants are OC1=CC(=C(C=C1)C)[N+](=O)[O-] (4-hydroxy-2-nitrotoluene), [N+](=O)([O-])C1=C(C=CC=C1)O (o-nitrophenol), OC1=CC(=C(C=C1)C)[N+](=O)[O-] (4-hydroxy-2-nitrotoluene), C[C@H](CCCCCC)O ((R)-2-octanol). The product is C[C@@H](CCCCCC)OC1=CC(=C(C=C1)C)[N+](=O)[O-] ((S)-4-(1-methylheptyloxy)-2-nitro- toluene). RXN SMILES: [OH:1][C:2]1[CH:7]=[CH:6][C:5]([CH3:8])=[C:4]([N+:9]([O-:11])=[O:10])[CH:3]=1.[CH3:12][C@@H:13](O)[CH2:14][CH2:15][CH2:16][CH2:17][CH2:18][CH3:19].[N+](C1C=CC=CC=1O)([O-])=O>>[CH3:12][C@H:13]([O:1][C:2]1[CH:7]=[CH:6][C:5]([CH3:8])=[C:4]([N+:9]([O-:11])=[O:10])[CH:3]=1)[CH2:14][CH2:15][CH2:16][CH2:17][CH2:18][CH3:19]. Procedure: 4-Methyl-3-nitrophenol (Compound 33, Scheme VI) was coupled with (R)-2-octanol using the same procedure as that given for alkylation of phenol 9, Scheme I, to give (S)-4-(1-methylheptyloxy)-2-nitro- toluene (Compound 34, Scheme VI, Rl =(S)--OCH(CH3)C6H13) as a yellow liquid; Rf [Hexanes/ethyl acetate 99/1]: 0.26; 1H NMR (300 MHz, CDCl3): δ0.87(t, 3H, J=6.6 Hz), 1.16-1.65(m, 12H), 1.70(m, 1H), 2.50(s, 3H), 4.37(m, 1H), 7.02(dd, 1H ,J=2.7 Hz, J=8.5 Hz), 7.19(d, 1H, J=8.5 Hz), 7.47(d, 1H, J=2.7 Hz)...